Dataset: the Open Reaction Database (ORD), a public repository of structured organic reaction records. Task: describe an organic reaction: reactants, conditions, products, and yield The reactants are BrCc1ccccc1, O=C([O-])[O-], CC(C)n1nc(OC2OC(CO)C(O)C(O)C2O)c(Cc2ccccc2)c1-c1ccc(O)cc1, CN(C)C=O, Cl, [K+], [K+]. The product is CC(C)n1nc(OC2OC(CO)C(O)C(O)C2O)c(Cc2ccccc2)c1-c1ccc(OCc2ccccc2)cc1. Reaction SMILES: [Br:41][CH2:42][c:43]1[cH:44][cH:45][cH:46][cH:47][cH:48]1.[C:35](=[O:36])([O-:37])[O-:38].[CH2:1]([c:2]1[cH:3][cH:4][cH:5][cH:6][cH:7]1)[c:8]1[c:9]([O:23][CH:24]2[CH:25]([OH:26])[CH:27]([OH:28])[CH:29]([OH:30])[CH:31]([CH2:33][OH:34])[O:32]2)[n:10][n:11]([CH:20]([CH3:21])[CH3:22])[c:12]1-[c:13]1[cH:14][cH:15][c:16]([OH:19])[cH:17][cH:18]1.[CH3:50][N:51]([CH3:52])[CH:53]=[O:54].[ClH:49].[K+:39].[K+:40]>>[CH2:1]([c:2]1[cH:3][cH:4][cH:5][cH:6][cH:7]1)[c:8]1[c:9]([O:23][CH:24]2[CH:25]([OH:26])[CH:27]([OH:28])[CH:29]([OH:30])[CH:31]([CH2:33][OH:34])[O:32]2)[n:10][n:11]([CH:20]([CH3:21])[CH3:22])[c:12]1-[c:13]1[cH:14][cH:15][c:16]([O:19][CH2:42][c:43]2[cH:44][cH:45][cH:46][cH:47][cH:48]2)[cH:17][cH:18]1. As a reaction SMILES: [CH3:21][CH2:22][OH:23].[F:1][c:2]1[c:3](-[c:11]2[n:12][cH:13][cH:14][cH:15][cH:16]2)[cH:4][c:5]([N+:8]([O-:9])=[O:10])[cH:6][cH:7]1.[NH3:20].[Sn:17]([Cl:18])[Cl:19]>>[F:1][c:2]1[c:3](-[c:11]2[n:12][cH:13][cH:14][cH:15][cH:16]2)[cH:4][c:5]([NH2:8])[cH:6][cH:7]1. Yields the product Nc1ccc(F)c(-c2ccccn2)c1. Starting materials: CCO, O=[N+]([O-])c1ccc(F)c(-c2ccccn2)c1, N, Cl[Sn]Cl.